This data is from the Open Reaction Database (ORD), a public repository of structured organic reaction records. The task is: describe an organic reaction: reactants, conditions, products, and yield Reactants: Cl.C1(CC1)COC1=C(C=CC(=C1)OC)C=1C2=C(N=CN1)C(=C(N2)C)C(=O)N[C@H]2CNCC2 (4-[2-(cyclopropylmethoxy)-4-methoxyphenyl]-6-methyl-N-[(3R)-pyrrolidin-3-yl]-5H-pyrrolo[3,2-d]pyrimidine-7-carboxamide hydrochloride), C(C)(=O)Cl (acetyl chloride). The product is C(C)(=O)N1C[C@@H](CC1)NC(=O)C1=C(NC2=C1N=CN=C2C2=C(C=C(C=C2)OC)OCC2CC2)C (N-[(3R)-1-acetylpyrrolidin-3-yl]-4-[2-(cyclopropylmethoxy)-4-methoxyphenyl]-6-methyl-5H-pyrrolo[3,2-d]pyrimidine-7-carboxamide). RXN SMILES: Cl.[CH:2]1([CH2:5][O:6][C:7]2[CH:12]=[C:11]([O:13][CH3:14])[CH:10]=[CH:9][C:8]=2[C:15]2[C:16]3[NH:23][C:22]([CH3:24])=[C:21]([C:25]([NH:27][C@@H:28]4[CH2:32][CH2:31][NH:30][CH2:29]4)=[O:26])[C:17]=3[N:18]=[CH:19][N:20]=2)[CH2:4][CH2:3]1.[C:33](Cl)(=[O:35])[CH3:34]>>[C:33]([N:30]1[CH2:31][CH2:32][C@@H:28]([NH:27][C:25]([C:21]2[C:17]3[N:18]=[CH:19][N:20]=[C:15]([C:8]4[CH:9]=[CH:10][C:11]([O:13][CH3:14])=[CH:12][C:7]=4[O:6][CH2:5][CH:2]4[CH2:4][CH2:3]4)[C:16]=3[NH:23][C:22]=2[CH3:24])=[O:26])[CH2:29]1)(=[O:35])[CH3:34] |f:0.1|. Reported procedure: Starting from 4-[2-(cyclopropylmethoxy)-4-methoxyphenyl]-6-methyl-N-[(3R)-pyrrolidin-3-yl]-5H-pyrrolo[3,2-d]pyrimidine-7-carboxamide hydrochloride (example D.f21) and commercially acetyl chloride the title compound is obtained as colorless solid. Starting materials: BrC=1C=NC=2N(C1)N=C(C2)C(=O)O (6-bromo-pyrazolo[1,5-a]pyrimidine-2-carboxylic acid), O1C(=CC=C1)C1=C2CCNC(C2=CC=C1)C (5-Furan-2-yl-1-methyl-1,2,3,4-tetrahydro-isoquinoline). Yields the product BrC=1C=NC=2N(C1)N=C(C2)C(=O)N2C(C1=CC=CC(=C1CC2)C=2OC=CC2)C ((6-Bromo-pyrazolo[1,5-a]pyrimidin-2-yl)-(5-furan-2-yl-1-methyl-3,4-dihydro-1H-isoquinolin-2-yl)-methanone). RXN SMILES: [Br:1][C:2]1[CH:3]=[N:4][C:5]2[N:6]([N:8]=[C:9]([C:11]([OH:13])=O)[CH:10]=2)[CH:7]=1.[O:14]1[CH:18]=[CH:17][CH:16]=[C:15]1[C:19]1[CH:28]=[CH:27][CH:26]=[C:25]2[C:20]=1[CH2:21][CH2:22][NH:23][CH:24]2[CH3:29]>>[Br:1][C:2]1[CH:3]=[N:4][C:5]2[N:6]([N:8]=[C:9]([C:11]([N:23]3[CH2:22][CH2:21][C:20]4[C:25](=[CH:26][CH:27]=[CH:28][C:19]=4[C:15]4[O:14][CH:18]=[CH:17][CH:16]=4)[CH:24]3[CH3:29])=[O:13])[CH:10]=2)[CH:7]=1. Procedure details: In close analogy to the procedure described in Example 1, 6-bromo-pyrazolo[1,5-a]pyrimidine-2-carboxylic acid is reacted with 5-Furan-2-yl-1-methyl-1,2,3,4-tetrahydro-isoquinoline to provide the title compound in moderate yield. Solvent: O (water), CO (methanol), O (water). Reaction SMILES: [N:1]1([C:7]2[N:12]=[C:11]([NH:13]C(OC)=O)[N+:10]([O-:18])=[C:9]([NH:19][C:20]([O:22][CH3:23])=[O:21])[CH:8]=2)[CH2:6][CH:5]=[CH:4][CH2:3][CH2:2]1.C(Cl)(Cl)Cl.C(=O)([O-])[O-].[Na+].[Na+].[OH-].[Na+]>O.CO>[NH2:13][C:11]1[N+:10]([O-:18])=[C:9]([NH:19][C:20]([O:22][CH3:23])=[O:21])[CH:8]=[C:7]([N:1]2[CH2:2][CH:3]=[CH:4][CH2:5][CH2:6]2)[N:12]=1 |f:2.3.4,5.6|. Reaction conditions: time 30 minute. Reactants: N1(CCC=CC1)C1=CC(=[N+](C(=N1)NC(=O)OC)[O-])NC(=O)OC (dimethyl 6-[3,6-dihydro-1(2H)-pyridyl]-2,4-pyrimidinedicarbamate-3-oxide), [OH-].[Na+] (sodium hydroxide), C(Cl)(Cl)Cl (chloroform), C([O-])([O-])=O.[Na+].[Na+] (sodium carbonate). Procedure: 10 G. of dimethyl 6-[3,6-dihydro-1(2H)-pyridyl]-2,4-pyrimidinedicarbamate-3-oxide are dissolved in 350 ml. of chloroform and 100 ml. of methanol. The solution obtained is treated with 5 g. of sodium carbonate in 100 ml. of water and the resulting mixture is stirred at room temperature for 80 hours. The mixture is then diluted with 250 ml. of water and adjusted to pH 12.5 with concentrated sodium hydroxide. The mixture is then stirred for 30 minutes and then the two phases are separated. The aque... Product: NC1=NC(=CC(=[N+]1[O-])NC(=O)OC)N1CCC=CC1 (methyl 2-amino-6-[3,6-dihydro-1(2H)-pyridyl]-4-pyrimidinecarbamate-3-oxide). Reactants: FC(C(CC(=O)C=1SC(=CC1)C1=CC(=CC=C1)S(=O)(=O)C)=O)(F)F (4,4,4-Trifluoro-1-[5-(3-methanesulfonyl-phenyl)-thiophen-2-yl]-butane-1,3-dione), NN (hydrazine). The product is CS(=O)(=O)C=1C=C(C=CC1)C1=CC=C(S1)C1=NNC(=C1)C(F)(F)F.N1N=CC=C1 (pyrazole 3-[5-(3-Methanesulfonyl-phenyl)-thiophen-2-yl]-5-trifluoromethyl-1H-pyrazole). Reaction SMILES: [F:1][C:2]([F:24])([F:23])[C:3](=O)[CH2:4][C:5]([C:7]1[S:8][C:9]([C:12]2[CH:17]=[CH:16][CH:15]=[C:14]([S:18]([CH3:21])(=[O:20])=[O:19])[CH:13]=2)=[CH:10][CH:11]=1)=O.[NH2:25][NH2:26]>>[CH3:21][S:18]([C:14]1[CH:13]=[C:12]([C:9]2[S:8][C:7]([C:5]3[CH:4]=[C:3]([C:2]([F:24])([F:23])[F:1])[NH:26][N:25]=3)=[CH:11][CH:10]=2)[CH:17]=[CH:16][CH:15]=1)(=[O:20])=[O:19].[NH:25]1[CH:4]=[CH:3][CH:2]=[N:26]1 |f:2.3|. Procedure details: Another method used for preparing examples of the invention is shown as Example 60. 4,4,4-Trifluoro-1-[5-(3-methanesulfonyl-phenyl)-thiophen-2-yl]-butane-1,3-dione was condensed directly with hydrazine to form pyrazole 3-[5-(3-Methanesulfonyl-phenyl)-thiophen-2-yl]-5-trifluoromethyl-1H-pyrazole. Alkylation of a pyrazole such as 3-[5-(3-Methanesulfonyl-phenyl)-thiophen-2-yl]-5-trifluoromethyl-1H-pyrazole could result in a mixture of positional isomers which could be separated by one skilled in th... Reactants: C(#N)C=1C=C(C=CC1OC(C)C)C1=NC(=NO1)C=1C=CC(=C2C(=CNC12)CCC(=O)OCC)F (ethyl 3-[7-(5-{3-cyano-4-[(1-methylethyl)oxy]phenyl}-1,2,4-oxadiazol-3-yl)-4-fluoro-1H-indol-3-yl]propanoate), IC (iodomethane), [OH-].[K+] (potassium hydroxide). Run in CS(=O)C (dimethyl sulfoxide). Conditions: time 5 hour. Yields the product C(#N)C=1C=C(C=CC1OC(C)C)C1=NC(=NO1)C=1C=CC(=C2C(=CN(C12)C)CCC(=O)OCC)F (Ethyl 3-[7-(5-{3-cyano-4-[(1-methylethyl)oxy]phenyl}-1,2,4-oxadiazol-3-yl)-4-fluoro-1-methyl-1H-indol-3-yl]propanoate). As a reaction SMILES: [C:1]([C:3]1[CH:4]=[C:5]([C:13]2[O:17][N:16]=[C:15]([C:18]3[CH:19]=[CH:20][C:21]([F:34])=[C:22]4[C:26]=3[NH:25][CH:24]=[C:23]4[CH2:27][CH2:28][C:29]([O:31][CH2:32][CH3:33])=[O:30])[N:14]=2)[CH:6]=[CH:7][C:8]=1[O:9][CH:10]([CH3:12])[CH3:11])#[N:2].I[CH3:36].[OH-].[K+]>CS(C)=O>[C:1]([C:3]1[CH:4]=[C:5]([C:13]2[O:17][N:16]=[C:15]([C:18]3[CH:19]=[CH:20][C:21]([F:34])=[C:22]4[C:26]=3[N:25]([CH3:36])[CH:24]=[C:23]4[CH2:27][CH2:28][C:29]([O:31][CH2:32][CH3:33])=[O:30])[N:14]=2)[CH:6]=[CH:7][C:8]=1[O:9][CH:10]([CH3:11])[CH3:12])#[N:2] |f:2.3|. Procedure details: To a solution of ethyl 3-[7-(5-{3-cyano-4-[(1-methylethyl)oxy]phenyl}-1,2,4-oxadiazol-3-yl)-4-fluoro-1H-indol-3-yl]propanoate (D47) (450 mg) and iodomethane (0.91 mL) in dimethyl sulfoxide (DMSO) (15 mL) at room temperature was added potassium hydroxide (218 mg). The reaction mixture was stirred at room temperature for 5 h. The reaction mixture was quenched with saturated ammonium chloride, extracted with EtOAc for 3 times. The organic phase was washed with brine, dried over anhydrous sodium sul... Starting materials: NS(N)(=O)=O, C1COCCO1, c1cc(N2CCNCC2)ccn1. The product is NS(=O)(=O)N1CCN(c2ccncc2)CC1. Reaction SMILES: [NH2:13][S:14]([NH2:15])(=[O:16])=[O:17].[O:18]1[CH2:19][CH2:20][O:21][CH2:22][CH2:23]1.[n:1]1[cH:2][cH:3][c:4]([N:7]2[CH2:8][CH2:9][NH:10][CH2:11][CH2:12]2)[cH:5][cH:6]1>>[n:1]1[cH:2][cH:3][c:4]([N:7]2[CH2:8][CH2:9][N:10]([S:14]([NH2:13])(=[O:16])=[O:17])[CH2:11][CH2:12]2)[cH:5][cH:6]1. The reactants are CC(O)(c1ccc(Br)cc1)C(F)(F)F, CC(C)(C)[O-], Cc1ccccc1, CO, CC(C)Oc1cccc(OC(C)C)c1-c1ccccc1P(C1CCCCC1)C1CCCCC1, Cl, [Na+], O=C(C=Cc1ccccc1)C=Cc1ccccc1, O=C(C=Cc1ccccc1)C=Cc1ccccc1, O=C(C=Cc1ccccc1)C=Cc1ccccc1, [Pd], [Pd], O=S(=O)(c1cccs1)N1CCNCC1. Product: CC(O)(c1ccc(N2CCN(S(=O)(=O)c3cccs3)CC2)cc1)C(F)(F)F. As a reaction SMILES: [Br:55][c:56]1[cH:57][cH:58][c:59]([C:62]([C:63]([F:64])([F:65])[F:66])([CH3:67])[OH:68])[cH:60][cH:61]1.[CH3:16][C:17]([CH3:18])([O-:19])[CH3:20].[CH3:69][c:70]1[cH:71][cH:72][cH:73][cH:74][cH:75]1.[CH3:76][OH:77].[CH:22]1([P:23]([CH:24]2[CH2:25][CH2:26][CH2:27][CH2:28][CH2:29]2)[c:30]2[cH:31][cH:32][cH:33][cH:34][c:35]2-[c:36]2[c:37]([O:38][CH:39]([CH3:40])[CH3:41])[cH:42][cH:43][cH:44][c:45]2[O:46][CH:47]([CH3:48])[CH3:49])[CH2:50][CH2:51][CH2:52][CH2:53][CH2:54]1.[ClH:1].[Na+:21].[O:116]=[C:117]([CH:118]=[CH:119][c:120]1[cH:121][cH:122][cH:123][cH:124][cH:125]1)[CH:126]=[CH:127][c:128]1[cH:129][cH:130][cH:131][cH:132][cH:133]1.[O:80]=[C:81]([CH:82]=[CH:83][c:84]1[cH:85][cH:86][cH:87][cH:88][cH:89]1)[CH:90]=[CH:91][c:92]1[cH:93][cH:94][cH:95][cH:96][cH:97]1.[O:98]=[C:99]([CH:100]=[CH:101][c:102]1[cH:103][cH:104][cH:105][cH:106][cH:107]1)[CH:108]=[CH:109][c:110]1[cH:111][cH:112][cH:113][cH:114][cH:115]1.[Pd:78].[Pd:79].[s:2]1[c:3]([S:7](=[O:8])(=[O:9])[N:10]2[CH2:11][CH2:12][NH:13][CH2:14][CH2:15]2)[cH:4][cH:5][cH:6]1>>[s:2]1[c:3]([S:7](=[O:8])(=[O:9])[N:10]2[CH2:11][CH2:12][N:13]([c:56]3[cH:57][cH:58][c:59]([C:62]([C:63]([F:64])([F:65])[F:66])([CH3:67])[OH:68])[cH:60][cH:61]3)[CH2:14][CH2:15]2)[cH:4][cH:5][cH:6]1. The reactants are C(C)(C)(C)OC(NC1(CCC1)C1=CC=C(C=C1)C1=NC=2CCC(C(C2C=C1C1=CC=CC=C1)=O)=C(SC)SC)=O (tert-butyl(1-(4-(6-(bis(methylthio)methylene)-5-oxo-3-phenyl-5,6,7,8-tetrahydroquinolin-2-yl)phenyl)cyclobutyl)carbamate), [OH-].[Na+] (sodium hydroxide), O1CCCC1 (tetrahydrofuran). Run in CO (methanol), Cl (HCl). Run at temperature 50 celsius. Yields the product C(C)(C)(C)OC(=O)NC1(CCC1)C1=CC=C(C=C1)C1=NC=2CCC(C(C2C=C1C1=CC=CC=C1)=O)C(=O)OC (methyl 2-(4-(1-((tert-butoxycarbonyl)amino)cyclobutyl)phenyl)-5-oxo-3-phenyl-5,6,7,8-tetrahydroquinoline-6-carboxylate). As a reaction SMILES: [C:1]([O:5][C:6](=[O:40])[NH:7][C:8]1([C:12]2[CH:17]=[CH:16][C:15]([C:18]3[C:27]([C:28]4[CH:33]=[CH:32][CH:31]=[CH:30][CH:29]=4)=[CH:26][C:25]4[C:24](=[O:34])[C:23](=[C:35](SC)SC)[CH2:22][CH2:21][C:20]=4[N:19]=3)=[CH:14][CH:13]=2)[CH2:11][CH2:10][CH2:9]1)([CH3:4])([CH3:3])[CH3:2].[OH-:41].[Na+].[O:43]1[CH2:47]CCC1>CO.Cl>[C:1]([O:5][C:6]([NH:7][C:8]1([C:12]2[CH:17]=[CH:16][C:15]([C:18]3[C:27]([C:28]4[CH:33]=[CH:32][CH:31]=[CH:30][CH:29]=4)=[CH:26][C:25]4[C:24](=[O:34])[CH:23]([C:35]([O:43][CH3:47])=[O:41])[CH2:22][CH2:21][C:20]=4[N:19]=3)=[CH:14][CH:13]=2)[CH2:11][CH2:10][CH2:9]1)=[O:40])([CH3:4])([CH3:3])[CH3:2] |f:1.2|. Procedure details: To a stirred solution of tert-butyl(1-(4-(6-(bis(methylthio)methylene)-5-oxo-3-phenyl-5,6,7,8-tetrahydroquinolin-2-yl)phenyl)cyclobutyl)carbamate (140 mg, 0.24 mmol) in anhydrous tetrahydrofuran (2.8 mL) was added a solution of sodium hydroxide (96 mg, 2.4 mmol) in methanol (2.2 mL). The reaction mixture was heated to 50° C. under a nitrogen atmosphere for 2 hours. After allowing to cool to room temperature the mixture was diluted with 1M HCl solution (3 mL) and extracted into ethyl acetate (3×6...